This data is from the Open Reaction Database (ORD), a public repository of structured organic reaction records. The task is: describe an organic reaction: reactants, conditions, products, and yield The reactants are Cl.C(C)(C)C1=NC=2C(=NC3=C(NC2S1)C=CC=C3)N (2-isopropyl-4H-3-thia-1,4,9-triazabenzo[f]azulene-10-ylamine hydrochloride), C(C)OCC[C@@H]1NCCNC1 ((S)-2-(2-ethoxyethyl)piperazine). The product is C(C)OCC[C@H]1CN(CCN1)C1=NC2=C(NC=3SC(=NC13)C(C)C)C=CC=C2 ((S)-10-[3-(2-Ethoxyethyl)-piperazin-1-yl]-2-isopropyl-4H-3-thia-1,4,9-triazabenzo[f]azulene). RXN SMILES: Cl.[CH:2]([C:5]1[S:14][C:13]2[NH:12][C:11]3[CH:15]=[CH:16][CH:17]=[CH:18][C:10]=3[N:9]=[C:8]([NH2:19])[C:7]=2[N:6]=1)([CH3:4])[CH3:3].[CH2:20]([O:22][CH2:23][CH2:24][C@H:25]1[CH2:30]N[CH2:28][CH2:27][NH:26]1)[CH3:21]>>[CH2:20]([O:22][CH2:23][CH2:24][C@@H:25]1[NH:26][CH2:27][CH2:28][N:19]([C:8]2[C:7]3[N:6]=[C:5]([CH:2]([CH3:4])[CH3:3])[S:14][C:13]=3[NH:12][C:11]3[CH:15]=[CH:16][CH:17]=[CH:18][C:10]=3[N:9]=2)[CH2:30]1)[CH3:21] |f:0.1|. Procedure: In a manner similar to that described in Example 300, combine 2-isopropyl-4H-3-thia-1,4,9-triazabenzo[f]azulene-10-ylamine hydrochloride (0.523 g, 1.77 mmol) and (S)-2-(2-ethoxyethyl)piperazine (0.561 g, 3.54 mmol) to obtain the title compound: mass spectrum (APCI): m/z =400.2 (M+1). Reactants: BrC1=C2C=CC(=CC2=CC=C1)CC1=C(CCCC1=O)CC(=O)O ([2-(5-bromo-naphthalen-2-ylmethyl)-3-oxo-cyclohex-1-enyl]-acetic acid), COC(=O)N=C=NC(C)(C)C (N-methoxycarbonyl-N'-tert-butylcarbodiimide). The solvent is C1CCOC1 (THF). The product is COC(NC(CC1=C(C(CCC1)=O)CC1=CC2=CC=CC(=C2C=C1)Br)=O)=O ([[2-(5-bromo-naphthalen-2-ylmethyl)-3-oxo-cyclohex-1-enyl]acetyl]carbamic acid methyl ester). Isolated yield 74.8%. As a reaction SMILES: [Br:1][C:2]1[CH:11]=[CH:10][CH:9]=[C:8]2[C:3]=1[CH:4]=[CH:5][C:6]([CH2:12][C:13]1[C:18](=[O:19])[CH2:17][CH2:16][CH2:15][C:14]=1[CH2:20][C:21](O)=[O:22])=[CH:7]2.[CH3:24][O:25][C:26]([N:28]=C=NC(C)(C)C)=[O:27]>C1COCC1>[CH3:24][O:25][C:26](=[O:27])[NH:28][C:21](=[O:22])[CH2:20][C:14]1[CH2:15][CH2:16][CH2:17][C:18](=[O:19])[C:13]=1[CH2:12][C:6]1[CH:5]=[CH:4][C:3]2[C:8](=[CH:9][CH:10]=[CH:11][C:2]=2[Br:1])[CH:7]=1. Procedure: A mixture of [2-(5-bromo-naphthalen-2-ylmethyl)-3-oxo-cyclohex-1-enyl]-acetic acid (1.1 g, 2.95 mmol), N-methoxycarbonyl-N'-tert-butylcarbodiimide (0.51 g, 3.25 mmol), and THF (20 mL) was refluxed for 4 hours. The volatiles were removed in vacuo and the residue was purified by flash chromatography on silica gel (eluting solvent hexane/EtOAc 2/1 ) to give a white solid (0.95 g, 76% yield, m.p. 128°-129° C.). Reactants: CC(C)(C)C(=O)Oc2c1ccccc1cc3ccccc23 (substrate), FC(F)(F)c1ccc(B(O)O)cc1 (effective_coupling_partner). Reagents/catalysts: PCy3. Conditions: temperature 120 celsius, time 12 hour. The product is FC(F)(F)c4ccc(c2c1ccccc1cc3ccccc23)cc4. The reactants are O1C=C[C@@H](O)[C@H](O)[C@H]1CO (glucal), C1(=CC=C(C=C1)S(=O)(=O)OS(=O)(=O)C1=CC=C(C=C1)C)C (p-toluenesulfonic anhydride), 1a, C(C)(C)(C)C1=NC(=CC(=N1)C(C)(C)C)C(C)(C)C (2,4,6-tri-tert-butylpyrimidine), S(=O)(=O)([O-])C1=CC=C(C)C=C1 (tosylate), C[Si](N[Si](C)(C)C)(C)C.[K] (potassium hexamethyldisilazane), O1C=C[C@@H](O)[C@H](O)[C@H]1CO (glucal). Run at temperature -78 celsius, time 15 minute. Product: C(C1=CC=CC=C1)O[C@@H]1C[C@@H](OS(=O)(=O)C2=CC=C(C=C2)C)O[C@@H]([C@H]1OCC1=CC=CC=C1)COCC1=CC=CC=C1 (p-Toluenesulfonyl 3,4,6-tri-O-benzyl-2-deoxy-α-D-glucopyranoside). Reaction SMILES: C(C1N=[C:9]([C:11](C)(C)C)[CH:8]=[C:7]([C:15]([CH3:18])([CH3:17])C)N=1)(C)(C)C.C[Si](C)(C)N[Si](C)(C)C.[K].C1(C)C=CC(S([O:38][S:39]([C:42]2[CH:47]=[CH:46][C:45]([CH3:48])=[CH:44][CH:43]=2)(=[O:41])=[O:40])(=O)=O)=CC=1.S([C:54]1[CH:60]=[CH:59][C:57]([CH3:58])=[CH:56][CH:55]=1)([O-])(=O)=O.[O:61]1[C@H:68]([CH2:69][OH:70])[C@@H:66]([OH:67])[C@H:64]([OH:65])[CH:63]=[CH:62]1>>[CH2:58]([O:65][C@H:64]1[C@H:66]([O:67][CH2:17][C:15]2[CH:18]=[CH:11][CH:9]=[CH:8][CH:7]=2)[C@@H:68]([CH2:69][O:70][CH2:18][C:15]2[CH:7]=[CH:8][CH:9]=[CH:11][CH:17]=2)[O:61][C@H:62]([O:38][S:39]([C:42]2[CH:43]=[CH:44][C:45]([CH3:48])=[CH:46][CH:47]=2)(=[O:40])=[O:41])[CH2:63]1)[C:57]1[CH:59]=[CH:60][CH:54]=[CH:55][CH:56]=1 |f:1.2,^1:27|. Reported procedure: A solution of donor 1a (21.7 mg, 0.050 mmol, 1.0 equiv.) and 2,4,6-tri-tert-butylpyrimidine (TTBP, 13.0 mg, 0.050 mmol, 1.0 equiv.) in 0.50 mL THF-d8 was cooled to −78° C. in a dry ice/acetone bath and treated dropwise with potassium hexamethyldisilazane (1 M in THF, 50.0 μL, 0.050 mmol, 1.0 equiv.). After 15 minutes, a solution of p-toluenesulfonic anhydride (17.1 mg, 0.053 mmol, 1.05 equiv.) in 0.50 mL THF-d8 was added rapidly to the reaction. The reaction was maintained at −78° C. for 30 min,... Procedure details: To a solution of compound 33b, 4-Methyl-2-(5-piperidin-3-yl-4′-trifluoromethyl-biphenyl-3-yl)-pentanoic acid ethyl ester (35 mg, 0.08 mmol) in toluene (1.0 ml), 1-Iodo-4-trifluoromethyl-benzene (11.4 μl, 0.08 mmol), racemic-2-Ditbutylphosphino-1-1′binapthyl (14 mg, 0.035 mmol), and sodium t-butoxide ((10.0 mg, 0.01 mmol) were added and the reaction was bubbled with nitrogen for 20 minutes. The reaction was degassed with nitrogen and Pd (II) OAc) 8.0 mg, 0.01 mmol) was added. The reaction was mic... Reaction SMILES: [CH2:1]([O:3][C:4](=[O:32])[CH:5]([C:10]1[CH:11]=[C:12]([C:22]2[CH:27]=[CH:26][C:25]([C:28]([F:31])([F:30])[F:29])=[CH:24][CH:23]=2)[CH:13]=[C:14]([CH:16]2[CH2:21][CH2:20][CH2:19][NH:18][CH2:17]2)[CH:15]=1)[CH2:6][CH:7]([CH3:9])[CH3:8])[CH3:2].I[C:34]1[CH:39]=[CH:38][C:37]([C:40]([F:43])([F:42])[F:41])=[CH:36][CH:35]=1.CC(C)([O-])C.[Na+]>C1(C)C=CC=CC=1>[CH2:1]([O:3][C:4](=[O:32])[CH:5]([C:10]1[CH:11]=[C:12]([C:22]2[CH:23]=[CH:24][C:25]([C:28]([F:29])([F:30])[F:31])=[CH:26][CH:27]=2)[CH:13]=[C:14]([CH:16]2[CH2:21][CH2:20][CH2:19][N:18]([C:34]3[CH:39]=[CH:38][C:37]([C:40]([F:43])([F:42])[F:41])=[CH:36][CH:35]=3)[CH2:17]2)[CH:15]=1)[CH2:6][CH:7]([CH3:9])[CH3:8])[CH3:2] |f:2.3|. Reactants: compound 33b, C(C)OC(C(CC(C)C)C=1C=C(C=C(C1)C1CNCCC1)C1=CC=C(C=C1)C(F)(F)F)=O (4-Methyl-2-(5-piperidin-3-yl-4′-trifluoromethyl-biphenyl-3-yl)-pentanoic acid ethyl ester), IC1=CC=C(C=C1)C(F)(F)F (1-Iodo-4-trifluoromethyl-benzene), 2-Ditbutylphosphino-1-1′binapthyl, CC(C)([O-])C.[Na+] (sodium t-butoxide). Solvent: C1(=CC=CC=C1)C (toluene). The product is C(C)OC(C(CC(C)C)C=1C=C(C=C(C1)C1CN(CCC1)C1=CC=C(C=C1)C(F)(F)F)C1=CC=C(C=C1)C(F)(F)F)=O (4-Methyl-2-{4′-trifluoromethyl-5-[1-(4-trifluoromethyl-phenyl)-piperidin-3-yl]-biphenyl-3-yl}-pentanoic acid ethyl ester). Isolated yield 35.9%. Starting materials: CCO, CN1C(=O)C(F)(F)CN(C2CCCC2)c2nc(Cl)ncc21, Cl, Nc1ccc(C(=O)O)cc1F, O. Product: CN1C(=O)C(F)(F)CN(C2CCCC2)c2nc(Nc3ccc(C(=O)O)cc3F)ncc21. RXN SMILES: [CH2:35]([OH:36])[CH3:37].[Cl:1][c:2]1[n:3][cH:4][c:5]2[c:6]([n:21]1)[N:7]([CH:16]1[CH2:17][CH2:18][CH2:19][CH2:20]1)[CH2:8][C:9]([F:14])([F:15])[C:10](=[O:13])[N:11]2[CH3:12].[ClH:33].[NH2:22][c:23]1[c:24]([F:32])[cH:25][c:26]([C:27](=[O:28])[OH:29])[cH:30][cH:31]1.[OH2:34]>>[c:2]1([NH:22][c:23]2[c:24]([F:32])[cH:25][c:26]([C:27](=[O:28])[OH:29])[cH:30][cH:31]2)[n:3][cH:4][c:5]2[c:6]([n:21]1)[N:7]([CH:16]1[CH2:17][CH2:18][CH2:19][CH2:20]1)[CH2:8][C:9]([F:14])([F:15])[C:10](=[O:13])[N:11]2[CH3:12]. Reactants: COC(=O)C1=CC=C2CCC(C2=C1)=O (6-methoxycarbonyl-1-indanone), O (water), CC(C=C)O (3-buten-2-ol), C1(=CC=C(C=C1)S(=O)(=O)O)C (p-toluenesulfonic acid). The solvent is COC(C)(C)OC (2,2-dimethoxy-propane). Product: C(C=CC)C1C(C2=CC(=CC=C2C1)C(=O)OC)=O ((RS)-2-(2-buten-1-yl)-6-methoxycarbonyl-1-indanone). Isolated yield 83.0%. As a reaction SMILES: [CH3:1][O:2][C:3]([C:5]1[CH:13]=[C:12]2[C:8]([CH2:9][CH2:10][C:11]2=[O:14])=[CH:7][CH:6]=1)=[O:4].[CH3:15][CH:16](O)[CH:17]=[CH2:18].C1(C)C=CC(S(O)(=O)=O)=CC=1.O>COC(OC)(C)C>[CH2:15]([CH:10]1[CH2:9][C:8]2[C:12](=[CH:13][C:5]([C:3]([O:2][CH3:1])=[O:4])=[CH:6][CH:7]=2)[C:11]1=[O:14])[CH:16]=[CH:17][CH3:18]. Procedure: A solution of 8 g of 6-methoxycarbonyl-1-indanone, 8 ml of 3-buten-2-ol and 100 mg of p-toluenesulfonic acid in 80 ml of 2,2-dimethoxy-propane was boiled under reflux for 28 hours on a water separator filled with molecular sieve (0.4 nm, 2 mm pearl shaped). The reaction mixture was subsequently concentrated in a vacuum and purified by column chromatography on silica gel (hexane/ethyl acetate 3:1). In addition to 1.3 g of educt, there were obtained 8.5 g (83%) of (RS)-2-(2-buten-1-yl)-6-methoxyca... Reactants: BrC(C(=O)C=1C=CC2=C(NC(CO2)=O)C1)C (6-(2-bromopropionyl)-3-oxo-3,4-dihydro-2H-1,4-benzoxazine), NC1=NC=CC=C1 (2-aminopyridine). Yields the product CC1=C(N=C2N1C=CC=C2)C=2C=CC1=C(NC(CO1)=O)C2 (6-(3-Methylimidazo[1,2-a]pyridin-2-yl)-3-oxo-3,4-dihydro-2H-1,4-benzoxazine). Isolated yield 38.1%. RXN SMILES: Br[CH:2]([CH3:16])[C:3]([C:5]1[CH:6]=[CH:7][C:8]2[O:13][CH2:12][C:11](=[O:14])[NH:10][C:9]=2[CH:15]=1)=O.[NH2:17][C:18]1[CH:23]=[CH:22][CH:21]=[CH:20][N:19]=1>>[CH3:16][C:2]1[N:19]2[CH:20]=[CH:21][CH:22]=[CH:23][C:18]2=[N:17][C:3]=1[C:5]1[CH:6]=[CH:7][C:8]2[O:13][CH2:12][C:11](=[O:14])[NH:10][C:9]=2[CH:15]=1. Procedure: 6-(3-Methylimidazo[1,2-a]pyridin-2-yl)-3-oxo-3,4-dihydro-2H-1,4-benzoxazine (0.75 g) was prepared in substantially the same manner as that of Example 16 from 6-(2-bromopropionyl)-3-oxo-3,4-dihydro-2H-1,4-benzoxazine (2.0 g) and 2-aminopyridine (1.8 g). mp. 280°-282° C. Starting materials: COC(=O)C(C)=O, Nc1ccc(F)c(Cl)c1, [H][H]. The product is COC(=O)C(C)Nc1ccc(F)c(Cl)c1. RXN SMILES: [CH3:1][O:2][C:3](=[O:4])[C:5]([CH3:6])=[O:7].[Cl:8][c:9]1[cH:10][c:11]([NH2:12])[cH:13][cH:14][c:15]1[F:16].[H:17][H:18]>>[CH3:1][O:2][C:3](=[O:4])[CH:5]([CH3:6])[NH:12][c:11]1[cH:10][c:9]([Cl:8])[c:15]([F:16])[cH:14][cH:13]1. Reactants: bis(2-methoxyethyl)azodicarboxylate, CN1N=C2C=CC(=CC2=C1C)N1C(C=C(C=C1)O)=O (1-(2,3-dimethyl-2H-indazol-5-yl)-4-hydroxypyridin-2(1H)-one), BrC=1N=C(SC1)CO ((4-bromo-1,3-thiazol-2-yl)methanol), C1(=CC=CC=C1)P(C1=CC=CC=C1)C1=CC=CC=C1 (triphenylphosphine), O (water). Run in O1CCCC1 (tetrahydrofuran). Reaction conditions: time 3 hour. Product: BrC=1N=C(SC1)COC1=CC(N(C=C1)C1=CC2=C(N(N=C2C=C1)C)C)=O (4-[(4-bromo-1,3-thiazol-2-yl)methoxy]-1-(2,3-dimethyl-2H-indazol-5-yl)pyridin-2(1H)-one). Yield: 53.3%. As a reaction SMILES: [CH3:1][N:2]1[C:10]([CH3:11])=[C:9]2[C:4]([CH:5]=[CH:6][C:7]([N:12]3[CH:17]=[CH:16][C:15]([OH:18])=[CH:14][C:13]3=[O:19])=[CH:8]2)=[N:3]1.[Br:20][C:21]1[N:22]=[C:23]([CH2:26]O)[S:24][CH:25]=1.C1(P(C2C=CC=CC=2)C2C=CC=CC=2)C=CC=CC=1.O>O1CCCC1>[Br:20][C:21]1[N:22]=[C:23]([CH2:26][O:18][C:15]2[CH:16]=[CH:17][N:12]([C:7]3[CH:6]=[CH:5][C:4]4[C:9](=[C:10]([CH3:11])[N:2]([CH3:1])[N:3]=4)[CH:8]=3)[C:13](=[O:19])[CH:14]=2)[S:24][CH:25]=1. Procedure details: To a suspension of 1-(2,3-dimethyl-2H-indazol-5-yl)-4-hydroxypyridin-2(1H)-one (50 mg), (4-bromo-1,3-thiazol-2-yl)methanol (76 mg) and triphenylphosphine (154 mg) in tetrahydrofuran (6 ml) was added bis(2-methoxyethyl)azodicarboxylate (138 mg) at room temperature, and the mixture was stirred at the same temperature for 3 hr. To the reaction mixture was added water, and the mixture was extracted with ethyl acetate. The organic layer was washed with saturated brine, dried over anhydrous magnesium ...